From a dataset of the Open Reaction Database (ORD), a public repository of structured organic reaction records. describe an organic reaction: reactants, conditions, products, and yield The reactants are CCO, [Na+], [OH-], O, COC(=O)c1ccc(-c2ccccc2O)c(C)c1. Product: Cc1cc(C(=O)O)ccc1-c1ccccc1O. As a reaction SMILES: [CH3:21][CH2:22][OH:23].[Na+:20].[OH-:19].[OH2:24].[OH:1][c:2]1[c:3](-[c:8]2[c:9]([CH3:18])[cH:10][c:11]([C:14](=[O:15])[O:16][CH3:17])[cH:12][cH:13]2)[cH:4][cH:5][cH:6][cH:7]1>>[OH:1][c:2]1[c:3](-[c:8]2[c:9]([CH3:18])[cH:10][c:11]([C:14](=[O:15])[OH:16])[cH:12][cH:13]2)[cH:4][cH:5][cH:6][cH:7]1. Reactants: Cc1cc(C)c(C(=O)c2ccccc2)cc1C, Cl, ClC=C(Cl)Cl, I. Yields the product Cc1cc(C(=O)c2ccccc2)c(C)c(Cl)c1C. As a reaction SMILES: [CH3:1][c:2]1[c:3]([C:4](=[O:5])[c:6]2[cH:7][cH:8][cH:9][cH:10][cH:11]2)[cH:12][c:13]([CH3:17])[c:14]([CH3:16])[cH:15]1.[Cl:19].[Cl:20][CH:21]=[C:22]([Cl:23])[Cl:24].[I:18]>>[CH3:1][c:2]1[c:3]([C:4](=[O:5])[c:6]2[cH:7][cH:8][cH:9][cH:10][cH:11]2)[cH:12][c:13]([CH3:17])[c:14]([CH3:16])[c:15]1[Cl:20].